From a dataset of the Open Reaction Database (ORD), a public repository of structured organic reaction records. describe an organic reaction: reactants, conditions, products, and yield The reactants are ONC(=O)C1=NN2C(N=C(C=C2S)C)=N1 (N-Hydroxy-7-mercapto-5-methyl-s-triazolo[1,5-a]pyrimidine-2-carboxamide), ClCCl (dichloromethane), CC(=O)OCC1=C(N2[C@@H]([C@@H](C2=O)N)SC1)C(=O)O (7-aminocephalosporanic acid), B(F)(F)F.CCOCC (boron trifluoride etherate). The solvent is S1(=O)(=O)CCCC1.ClCCl (sulpholane dichloromethane). Reaction conditions: temperature 0 celsius, time 15 hour. The product is N[C@H]1[C@H]2SCC(=C(N2C1=O)C(=O)O)CSC1=CC(=NC=2N1N=C(N2)C(NO)=O)C ((6R,7R)-7-amino-3-[[[2-(hydroxycarbamoyl)-5-methyl-s-triazolo[1,5-a]pyrimidin-7-yl]thio]methyl]-8-oxo-5-thia-1-azabicyclo[4.2.0]oct-2-ene-2-carboxylic acid). As a reaction SMILES: [OH:1][NH:2][C:3]([C:5]1[N:15]=[C:8]2[N:9]=[C:10]([CH3:14])[CH:11]=[C:12]([SH:13])[N:7]2[N:6]=1)=[O:4].CC(O[CH2:20][C:21]1[CH2:30][S:29][C@@H:24]2[C@H:25]([NH2:28])[C:26](=[O:27])[N:23]2[C:22]=1[C:31]([OH:33])=[O:32])=O.B(F)(F)F.CCOCC.ClCCl>S1(CCCC1)(=O)=O.ClCCl>[NH2:28][C@@H:25]1[C:26](=[O:27])[N:23]2[C@@H:24]1[S:29][CH2:30][C:21]([CH2:20][S:13][C:12]1[N:7]3[N:6]=[C:5]([C:3](=[O:4])[NH:2][OH:1])[N:15]=[C:8]3[N:9]=[C:10]([CH3:14])[CH:11]=1)=[C:22]2[C:31]([OH:33])=[O:32] |f:2.3,5.6|. Reported procedure: N-Hydroxy-7-mercapto-5-methyl-s-triazolo[1,5-a]pyrimidine-2-carboxamide and 3.4 g (12.5 mmol) of 7-aminocephalosporanic acid (3.1 g) (13.9 mmol) are suspended in 75 ml of sulpholane/dichloromethane (1:1 v/v). 7.5 ml of boron trifluoride etherate are added dropwise thereto at 0° C. and the mixture is stirred at 0° C. for 2.5 hours and at room temperature for 15 hours. 200 ml of dichloromethane are now added. After stirring for 30 minutes the mixture is suction filtered. The filter material is dis... Reactants: C(C)OC(C[C@@H]1CN(CC1)C(=O)OC(C)(C)C)=O (1,1-dimethylethyl (3R)-3-[2-(ethyloxy)-2-oxoethyl]-1-pyrrolidinecarboxylate), O1CCOCC1 (dioxane), C1(CC1)C(=O)Cl (cyclopropanecarbonyl chloride), C(C)(C)N(C(C)C)CC (N,N-diisopropylethylamine). Run in ClCCl (dichloromethane), Cl (HCl), ClCCl (dichloromethane), Cl (HCl), C(C)OCC (diethyl ether). Conditions: time 5 minute. Yields the product C1(CC1)C(=O)N1C[C@H](CC1)CC(=O)OCC (ethyl [(3R)-1-(cyclopropylcarbonyl)-3-pyrrolidinyl]acetate). RXN SMILES: [CH2:1]([O:3][C:4](=[O:18])[CH2:5][C@H:6]1[CH2:10][CH2:9][N:8]([C:11]([O:13]C(C)(C)C)=O)[CH2:7]1)[CH3:2].O1CCOCC1.C(N(CC)[CH:29]([CH3:31])[CH3:30])(C)C.C1(C(Cl)=O)CC1>Cl.C(OCC)C.ClCCl>[CH:29]1([C:11]([N:8]2[CH2:9][CH2:10][C@H:6]([CH2:5][C:4]([O:3][CH2:1][CH3:2])=[O:18])[CH2:7]2)=[O:13])[CH2:31][CH2:30]1. Procedure details: In a round bottom flask, a solution of 1,1-dimethylethyl (3R)-3-[2-(ethyloxy)-2-oxoethyl]-1-pyrrolidinecarboxylate (2.08 mmol) in 4M HCl in dioxane (10 mL, 40 mmol) was stirred at room temperature for 1 h. Analysis of an aliquot by LCMS confirmed complete removal of the BOC group from the starting material. The reaction was concentrated in vacuo to give a pale yellow liquid, which was dissolved in diethyl ether and concentrated to dryness in vacuo to yield a white solid. A solution of this inter... The reactants are FC1=CC(=C(C=C1F)O)[N+](=O)[O-] (4,5-difluoro-2-nitrophenol), C([O-])([O-])=O.[K+].[K+] (potassium carbonate), C(C1=CC=CC=C1)Br (benzyl bromide). Run in CC(=O)C (acetone). Product: C(C1=CC=CC=C1)OC1=C(C=C(C(=C1)F)F)[N+](=O)[O-] (2-Benzyloxy-4,5-difluoronitrobenzene). As a reaction SMILES: [F:1][C:2]1[C:7]([F:8])=[CH:6][C:5]([OH:9])=[C:4]([N+:10]([O-:12])=[O:11])[CH:3]=1.C(=O)([O-])[O-].[K+].[K+].[CH2:19](Br)[C:20]1[CH:25]=[CH:24][CH:23]=[CH:22][CH:21]=1>CC(C)=O>[CH2:19]([O:9][C:5]1[CH:6]=[C:7]([F:8])[C:2]([F:1])=[CH:3][C:4]=1[N+:10]([O-:12])=[O:11])[C:20]1[CH:25]=[CH:24][CH:23]=[CH:22][CH:21]=1 |f:1.2.3|. Procedure: To a vigorously stirred mixture of 4,5-difluoro-2-nitrophenol (1 g, 5.71 mmol) and anhydrous potassium carbonate (1.9 g, 14.28 mmol) in acetone (20 mL). is added benzyl bromide (750 μl, 6.28 mmol) and the dark heterogeneous mixture is heated to reflux for 10 h; or until all starting material had been consumed according to LC/MS analysis. The dark mixture is then filtered, dried over magnesium sulfate, and filtered again to afford, after solvent removal, a light brown crystalline solid that was u... The reactants are C1(=CC=CC=C1)B(O)O (phenylboronic acid), C([O-])([O-])=O.[Na+].[Na+] (sodium carbonate), intermediate 15, C(C1=CC=CC=C1)OC1=C(N=C2N(C1=O)CCC=C2Br)C(=O)OCC (ethyl 3-(benzyloxy)-9-bromo-4-oxo-6,7-dihydro-4H-pyrido[1,2-a]pyrimidine-2-carboxylate). The reagents and catalysts are C=1C=CC(=CC1)[P](C=2C=CC=CC2)(C=3C=CC=CC3)[Pd]([P](C=4C=CC=CC4)(C=5C=CC=CC5)C=6C=CC=CC6)([P](C=7C=CC=CC7)(C=8C=CC=CC8)C=9C=CC=CC9)[P](C=1C=CC=CC1)(C=1C=CC=CC1)C=1C=CC=CC1 (tetrakis(triphenylphosphine)palladium(0)). Run in C(C)#N (acetonitrile), O (water). Conditions: temperature 90 celsius. Yields the product C(C1=CC=CC=C1)OC1=C(N=C2N(C1=O)CCC=C2C2=CC=CC=C2)C(=O)OCC (Ethyl 3-(benzyloxy)-4-oxo-9-phenyl-6,7-dihydro-4H-pyrido[1,2-a]pyrimidine-2-carboxylate). Yield: 68.4%. Reaction SMILES: [CH2:1]([O:8][C:9]1[C:14](=[O:15])[N:13]2[CH2:16][CH2:17][CH:18]=[C:19](Br)[C:12]2=[N:11][C:10]=1[C:21]([O:23][CH2:24][CH3:25])=[O:22])[C:2]1[CH:7]=[CH:6][CH:5]=[CH:4][CH:3]=1.[C:26]1(B(O)O)[CH:31]=[CH:30][CH:29]=[CH:28][CH:27]=1.C(=O)([O-])[O-].[Na+].[Na+]>C(#N)C.O.C1C=CC([P]([Pd]([P](C2C=CC=CC=2)(C2C=CC=CC=2)C2C=CC=CC=2)([P](C2C=CC=CC=2)(C2C=CC=CC=2)C2C=CC=CC=2)[P](C2C=CC=CC=2)(C2C=CC=CC=2)C2C=CC=CC=2)(C2C=CC=CC=2)C2C=CC=CC=2)=CC=1>[CH2:1]([O:8][C:9]1[C:14](=[O:15])[N:13]2[CH2:16][CH2:17][CH:18]=[C:19]([C:26]3[CH:31]=[CH:30][CH:29]=[CH:28][CH:27]=3)[C:12]2=[N:11][C:10]=1[C:21]([O:23][CH2:24][CH3:25])=[O:22])[C:2]1[CH:7]=[CH:6][CH:5]=[CH:4][CH:3]=1 |f:2.3.4,^1:48,50,69,88|. Procedure details: A mixture of intermediate 15, ethyl 3-(benzyloxy)-9-bromo-4-oxo-6,7-dihydro-4H-pyrido[1,2-a]pyrimidine-2-carboxylate, (0.477 g, 1.18 mmol) in acetonitrile (15 ml) and water (15 ml) was treated with phenylboronic acid (0.190 g, 1.53 mmol), sodium carbonate (0.275 g, 2.6 mmol) and tetrakis(triphenylphosphine)palladium(0) (0.200 g). The reaction mixture was degassed, flushed with argon and heated at 90° C. for 30 min. The reaction mixture was then concentrated in vacuo, diluted with ethyl acetate, ...